Dataset: the Open Reaction Database (ORD), a public repository of structured organic reaction records. Task: describe an organic reaction: reactants, conditions, products, and yield Starting materials: CC(C)(C)n1cc(C#N)c2cc([N+](=O)[O-])cnc21, CCCO, COC(C)(C)C, Cc1ccc(S(=O)(=O)O)cc1. The product is CCCOC(=O)c1cn(C(C)(C)C)c2ncc([N+](=O)[O-])cc12. Reaction SMILES: [C:1]([CH3:2])([CH3:3])([CH3:4])[n:5]1[cH:6][c:7]([C:17]#[N:18])[c:8]2[c:9]1[n:10][cH:11][c:12]([N+:14](=[O:15])[O-:16])[cH:13]2.[CH2:30]([CH2:31][CH3:32])[OH:33].[CH3:34][O:35][C:36]([CH3:37])([CH3:38])[CH3:39].[c:19]1([CH3:20])[cH:21][cH:22][c:23]([S:24]([OH:25])(=[O:26])=[O:27])[cH:28][cH:29]1>>[C:1]([CH3:2])([CH3:3])([CH3:4])[n:5]1[cH:6][c:7]([C:17](=[O:26])[O:33][CH2:30][CH2:31][CH3:32])[c:8]2[c:9]1[n:10][cH:11][c:12]([N+:14](=[O:15])[O-:16])[cH:13]2. Product: COCc1cc(N2CCOCC2)cc2c1nc(C)n2Cc1cccc(C(F)(F)F)c1C. Reaction SMILES: [CH3:1][c:2]1[n:3][c:4]2[c:5]([n:6]1[CH2:7][c:8]1[c:9]([CH3:18])[c:10]([C:14]([F:15])([F:16])[F:17])[cH:11][cH:12][cH:13]1)[cH:19][c:20]([N:25]1[CH2:26][CH2:27][O:28][CH2:29][CH2:30]1)[cH:21][c:22]2[CH2:23][OH:24].[CH3:33][I:34].[CH3:36][N:37]([CH3:38])[CH:39]=[O:40].[H-:31].[Na+:32].[OH2:35]>>[CH3:1][c:2]1[n:3][c:4]2[c:5]([n:6]1[CH2:7][c:8]1[c:9]([CH3:18])[c:10]([C:14]([F:15])([F:16])[F:17])[cH:11][cH:12][cH:13]1)[cH:19][c:20]([N:25]1[CH2:26][CH2:27][O:28][CH2:29][CH2:30]1)[cH:21][c:22]2[CH2:23][O:24][CH3:33]. Starting materials: Cc1c(Cn2c(C)nc3c(CO)cc(N4CCOCC4)cc32)cccc1C(F)(F)F, CI, CN(C)C=O, [H-], [Na+], O. Reactants: C(C=C)OCC(CO)(CC)COCC=C (2,2-Bis(allyloxymethyl)-1-butanol), C(C(=O)Cl)(=O)Cl (oxalyl chloride). Run in CS(=O)C (dimethylsulfoxide). The product is C(C=C)OCC(C=O)(CC)COCC=C (2,2-Bis[(allyloxy)methyl]butanal). As a reaction SMILES: [CH2:1]([O:4][CH2:5][C:6]([CH2:11][O:12][CH2:13][CH:14]=[CH2:15])([CH2:9][CH3:10])[CH2:7][OH:8])[CH:2]=[CH2:3].C(Cl)(=O)C(Cl)=O>CS(C)=O>[CH2:13]([O:12][CH2:11][C:6]([CH2:5][O:4][CH2:1][CH:2]=[CH2:3])([CH2:9][CH3:10])[CH:7]=[O:8])[CH:14]=[CH2:15]. Reported procedure: 2,2-Bis(allyloxymethyl)-1-butanol, oxalyl chloride and dimethylsulfoxide were processed as described in Example 18A to provide the title compound. Starting materials: [BH3-]C#N, CC(C)(C=O)Nc1nc(-c2ccc(C#N)cc2)cs1, CC(=O)O, CO, CCOC(C)=O, NCc1ccccc1, [Na+], C1CCOC1. Product: CC1(C)CN(Cc2ccccc2)C(=O)N1c1nc(-c2ccc(C#N)cc2)cs1. As a reaction SMILES: [C:32]([BH3-:33])#[N:34].[CH3:1][C:2]([CH:3]=[O:4])([CH3:5])[NH:6][c:7]1[s:8][cH:9][c:10](-[c:12]2[cH:13][cH:14][c:15]([C:16]#[N:17])[cH:18][cH:19]2)[n:11]1.[CH3:20][C:21]([OH:22])=[O:23].[CH3:36][OH:37].[CH3:38][CH2:39][O:40][C:41](=[O:42])[CH3:43].[NH2:24][CH2:25][c:26]1[cH:27][cH:28][cH:29][cH:30][cH:31]1.[Na+:35].[O:44]1[CH2:45][CH2:46][CH2:47][CH2:48]1>>[CH3:1][C:2]1([CH3:5])[CH2:3][N:24]([CH2:25][c:26]2[cH:27][cH:28][cH:29][cH:30][cH:31]2)[C:21](=[O:23])[N:6]1[c:7]1[s:8][cH:9][c:10](-[c:12]2[cH:13][cH:14][c:15]([C:16]#[N:17])[cH:18][cH:19]2)[n:11]1. Starting materials: FC=1C=C(C(C(=O)O)=CC1F)C(=O)O (4.5-Difluorophthalic Acid). Run in C(C)(=O)OC(C)=O (acetic anhydride). The product is FC=1C=C2C(C(=O)OC2=O)=CC1F (4,5-Difluorophthalic Anhydride), crude product. Yield: 95.0%. As a reaction SMILES: [F:1][C:2]1[CH:3]=[C:4]([C:12]([OH:14])=[O:13])[C:5](=[CH:9][C:10]=1[F:11])[C:6]([OH:8])=O>C(OC(=O)C)(=O)C>[F:11][C:10]1[CH:9]=[C:5]2[C:6](=[O:8])[O:14][C:12](=[O:13])[C:4]2=[CH:3][C:2]=1[F:1]. Procedure: The title compound of Example 2 (28.2 g, 139.5 mmol) was suspended in 90 ml of acetic anhydride and heated to reflux for 2 hours. The reaction was evaporated to dryness to give 24.4 g of the title compound as crude product (95% yield). 1H NMR(CDCI3) : 7.73 (t). I.R.: 3025 (m), 1877 (m), 1794 (vs), 1505 (s) , 1220 (vs), 910 (s) , 780 (rs) cm-1. Reactants: BrC1=CN(C2=CC(=CC=C12)C(C)=O)C1=CC=C(C=C1)C (1-[3-bromo-1-(4-methylphenyl)-1H-indol-6-yl]ethanone), ClC1=C(C=CC=C1)B(O)O (2-chlorophenylboronic acid), C([O-])([O-])=O.[Cs+].[Cs+] (cesium carbonate). Reagents/catalysts: [Cu]Cl (copper(I) chloride), C1(=CC=CC=C1)P([C-]1C=CC=C1)C1=CC=CC=C1.[C-]1(C=CC=C1)P(C1=CC=CC=C1)C1=CC=CC=C1.[Fe+2] (1,1′-bis(diphenylphosphino)ferrocene), C(C)(=O)[O-].[Pd+2].C(C)(=O)[O-] (palladium(II) acetate). The solvent is CN(C=O)C (N,N-dimethylformamide). Run at temperature 90 celsius, time 30 minute. Yields the product ClC1=C(C=CC=C1)C1=CN(C2=CC(=CC=C12)C(=O)OC)C1=CC=C(C=C1)C (Methyl 3-(2-chlorophenyl)-1-(4-methylphenyl)-1H-indole-6-carboxylate). Isolated yield 94.4%. Reaction SMILES: Br[C:2]1[C:10]2[C:5](=[CH:6][C:7]([C:11](=[O:13])C)=[CH:8][CH:9]=2)[N:4]([C:14]2[CH:19]=[CH:18][C:17]([CH3:20])=[CH:16][CH:15]=2)[CH:3]=1.[Cl:21][C:22]1[CH:27]=[CH:26][CH:25]=[CH:24][C:23]=1B(O)O.[C:31](=O)([O-])[O-:32].[Cs+].[Cs+]>[Cu]Cl.C1(P(C2C=CC=CC=2)[C-]2C=CC=C2)C=CC=CC=1.[C-]1(P(C2C=CC=CC=2)C2C=CC=CC=2)C=CC=C1.[Fe+2].C([O-])(=O)C.[Pd+2].C([O-])(=O)C.CN(C)C=O>[Cl:21][C:22]1[CH:27]=[CH:26][CH:25]=[CH:24][C:23]=1[C:2]1[C:10]2[C:5](=[CH:6][C:7]([C:11]([O:32][CH3:31])=[O:13])=[CH:8][CH:9]=2)[N:4]([C:14]2[CH:15]=[CH:16][C:17]([CH3:20])=[CH:18][CH:19]=2)[CH:3]=1 |f:2.3.4,6.7.8,9.10.11|. Procedure details: To a mixture of 1-[3-bromo-1-(4-methylphenyl)-1H-indol-6-yl]ethanone (0.11 g, 0.31 mmol), 2-chlorophenylboronic acid (73.9 mg, 0.47 mmol), cesium carbonate (0.31 g, 0.94 mmol), copper(I) chloride (32.8 mg, 0.33 mmol), 1,1′-bis(diphenylphosphino)ferrocene (18.6 mg, 34.0 μmol) and palladium(II) acetate (3.5 mg, 16.0 μmol) under Ar was added N,N-dimethylformamide (4.3 mL). The mixture was stirred in a sealed tube at 90° C. for 30 min. The mixture was cooled to ambient temperature and quenched with ... Reactants: [BH4-], Fc1ccc(Br)nc1, [Li]CCCC, CN(C)C=O, Cc1ccccc1, [Na+], C1CCOC1, O. Yields the product OCc1ccc(F)cn1. RXN SMILES: [BH4-:19].[Br:1][c:2]1[n:3][cH:4][c:5]([F:8])[cH:6][cH:7]1.[CH2:9]([Li:10])[CH2:11][CH2:12][CH3:13].[CH3:14][N:15]([CH:16]=[O:17])[CH3:18].[CH3:21][c:22]1[cH:23][cH:24][cH:25][cH:26][cH:27]1.[Na+:20].[O:28]1[CH2:29][CH2:30][CH2:31][CH2:32]1.[OH2:33]>>[c:2]1([CH2:16][OH:17])[n:3][cH:4][c:5]([F:8])[cH:6][cH:7]1. Reactants: O[C@H](C(=O)OCC)[C@H](CC)C (ethyl (2S,3S)-2-hydroxy-3-methylvalerate), O1CCCC=C1 (3,4-dihydro-2H-pyran), C(O)([O-])=O.[Na+] (sodium hydrogencarbonate). Reagents/catalysts: C1(=CC=C(C=C1)S(=O)(=O)O)C (p-toluenesulfonic acid). Run in C(C)OCC (diethyl ether), C(C)OCC (diethyl ether). The product is O1C(CCCC1)O[C@H](C(=O)OCC)[C@H](CC)C (Ethyl (2S,3S)-2-tetrahydropyranyloxy-3-methylvalerate). The yield is 40.3%. Reaction SMILES: [OH:1][C@@H:2]([C@@H:8]([CH3:11])[CH2:9][CH3:10])[C:3]([O:5][CH2:6][CH3:7])=[O:4].[O:12]1[CH:17]=[CH:16][CH2:15][CH2:14][CH2:13]1.C(=O)([O-])O.[Na+]>C1(C)C=CC(S(O)(=O)=O)=CC=1.C(OCC)C>[O:12]1[CH2:17][CH2:16][CH2:15][CH2:14][CH:13]1[O:1][C@@H:2]([C@@H:8]([CH3:11])[CH2:9][CH3:10])[C:3]([O:5][CH2:6][CH3:7])=[O:4] |f:2.3|. Procedure details: In a 200 ml flask were charged 10 g of ethyl (2S,3S)-2-hydroxy-3-methylvalerate, 10.5 g of 3,4-dihydro-2H-pyran, 0.24 g of p-toluenesulfonic acid, and 100 ml of diethyl ether, and the mixture was allowed to react at room temperature overnight. The reaction mixture was neutralized with a sodium hydrogencarbonate aqueous solution, and diethyl ether was removed by distillation to obtain 6.15 g (49.7%) of a crude product. Starting materials: Grignard reagent, C(C1=CC=CC=C1)(=O)C=1NC=CN1 (2-benzoylimidazole), BrC1=CC=C(C=C1)Cl (1-bromo-4-chlorobenzene), Cl (hydrochloric acid), [Mg] (magnesium), N (ammonia). Run in O1CCCC1 (tetrahydrofuran), O1CCCC1 (tetrahydrofuran). Product: ClC1=CC=C(C=C1)C(O)(C=1NC=CN1)C1=CC=CC=C1 (α-(p-chlorophenyl)-α-phenylimidazole-2-methanol). RXN SMILES: [C:1]([C:9]1[NH:10][CH:11]=[CH:12][N:13]=1)(=[O:8])[C:2]1[CH:7]=[CH:6][CH:5]=[CH:4][CH:3]=1.[Mg].Br[C:16]1[CH:21]=[CH:20][C:19]([Cl:22])=[CH:18][CH:17]=1.Cl.N>O1CCCC1>[Cl:22][C:19]1[CH:20]=[CH:21][C:16]([C:1]([C:2]2[CH:3]=[CH:4][CH:5]=[CH:6][CH:7]=2)([C:9]2[NH:13][CH:12]=[CH:11][N:10]=2)[OH:8])=[CH:17][CH:18]=1. Reported procedure: A solution of 17.2 g. of 2-benzoylimidazole (A. Sonn and P. Greif, Ber. 66 (1933), 1900) in 100 ml. of anhydrous tetrahydrofuran was added drop-wise to a Grignard reagent prepared from 5.8 g. of magnesium and 45.9 g. of 1-bromo-4-chlorobenzene in 150 ml. of anhydrous tetrahydrofuran. The reaction mixture was boiled under reflux for half an hour, cooled and poured onto a mixture of ice and hydrochloric acid. The solution was neutralized with concentrated ammonia solution and extracted with tetrah... Reaction conditions: temperature 80 celsius, time 5 hour. RXN SMILES: C1(C2C=NC3C=CC=C(C#N)C=3C=2)C=CC=CC=1.[C:19]1([C:25]2[CH:26]=[N:27][C:28]3[CH:29]=[CH:30][CH:31]=[C:32]([CH:35]=[O:36])[C:33]=3[CH:34]=2)[CH:24]=[CH:23][CH:22]=[CH:21][CH:20]=1>C(O)=O.[Ni]>[C:19]1([C:25]2[CH:26]=[N:27][C:28]3[C:33]([CH:34]=2)=[C:32]([CH2:35][OH:36])[CH:31]=[CH:30][CH:29]=3)[CH:20]=[CH:21][CH:22]=[CH:23][CH:24]=1. The solvent is C(=O)O (formic acid). Procedure: 23 g (0.1 mol) of 3-phenylquinoline-5-carbonitrile (substance from Example 4) are admixed in 150 ml of formic acid with 10 g of Raney nickel. The mixture is stirred for about 5 hours at about 80° C. The slow formation of 3-phenylquinoline-5-carbaldehyde is observed by means of HPLC. In addition, 3-phenyl-5-hydroxymethylquinoline is formed as overreduced product. For the work-up, 300 ml of H2O are stirred in and the mixture is optionally extracted with 200 ml of methylene chloride. The methylene ... The reagents and catalysts are [Ni] (Raney nickel). Yields the product C1(=CC=CC=C1)C=1C=NC2=CC=CC(=C2C1)CO (3-phenyl-5-hydroxymethylquinoline). Starting materials: C1(=CC=CC=C1)C=1C=NC=2C=CC=C(C2C1)C#N (3-phenylquinoline-5-carbonitrile), C1(=CC=CC=C1)C=1C=NC=2C=CC=C(C2C1)C=O (3-phenylquinoline-5-carbaldehyde).